From a dataset of the Open Reaction Database (ORD), a public repository of structured organic reaction records. describe an organic reaction: reactants, conditions, products, and yield The reactants are NC1=NNC=C1 (3-aminopyrazole), O\C=C\1/C(NC2=CC=CC=C12)=O (Z-3-[(hydroxy)-methylene]-1,3-dihydro-indol-2-one), COC=1C=C(C=CC1)C=1C=C(NN1)N (5-(3-methoxy-phenyl)-2H-pyrazol-3-ylamine). Solvent: O1CCCC1 (tetrahydrofuran). The product is COC=1C=C(C=CC1)C=1C=C(NN1)NC=C1C(NC2=CC=CC=C12)=O (3-{[5-(3-Methoxy-phenyl)-2H-pyrazol-3-ylamino]-methylene}-1,3-dihydro-indol-2-one). As a reaction SMILES: NC1C=CNN=1.O/[CH:8]=[C:9]1\[C:10](=[O:18])[NH:11][C:12]2[C:17]\1=[CH:16][CH:15]=[CH:14][CH:13]=2.[CH3:19][O:20][C:21]1[CH:22]=[C:23]([C:27]2[CH:28]=[C:29]([NH2:32])[NH:30][N:31]=2)[CH:24]=[CH:25][CH:26]=1>O1CCCC1>[CH3:19][O:20][C:21]1[CH:22]=[C:23]([C:27]2[CH:28]=[C:29]([NH:32][CH:8]=[C:9]3[C:17]4[C:12](=[CH:13][CH:14]=[CH:15][CH:16]=4)[NH:11][C:10]3=[O:18])[NH:30][N:31]=2)[CH:24]=[CH:25][CH:26]=1. Reported procedure: The named compound is prepared by substituting 5-(3-methoxy-phenyl)-2H-pyrazol-3-ylamine for 3-aminopyrazole in the reaction of Example 1. Specifically, E & Z-3-[(hydroxy)-methylene]-1,3-dihydro-indol-2-one (0.100 gms.) is reacted with 0.2367 gms. 5-(3-methoxy-phenyl)-2H-pyrazol-3-ylamine by refluxing in tetrahydrofuran (2.0 mL) over the weekend.